From a dataset of the Open Reaction Database (ORD), a public repository of structured organic reaction records. describe an organic reaction: reactants, conditions, products, and yield Reactants: NC=1C(N(C(N(C1N)CC)=O)CC)=O (5,6-diamino-1,3diethyluracil), FC=1C=C(C=CC(=O)O)C=CC1OC (3-fluoro-4-methoxycinnamic acid). The product is C(C)N1C(=O)N(C=2N=C(NC2C1=O)\C=C\C1=CC(=C(C=C1)OC)F)CC ((E)-1,3-Diethyl-8-(3-fluoro-4-methoxystyryl)xanthine). RXN SMILES: [NH2:1][C:2]1[C:3](=[O:14])[N:4]([CH2:12][CH3:13])[C:5](=[O:11])[N:6]([CH2:9][CH3:10])[C:7]=1[NH2:8].[F:15][C:16]1[CH:17]=[C:18]([CH:24]=[CH:25][C:26]=1[O:27][CH3:28])[CH:19]=[CH:20][C:21](O)=O>>[CH2:12]([N:4]1[C:3](=[O:14])[C:2]2[NH:1][C:21](/[CH:20]=[CH:19]/[C:18]3[CH:24]=[CH:25][C:26]([O:27][CH3:28])=[C:16]([F:15])[CH:17]=3)=[N:8][C:7]=2[N:6]([CH2:9][CH3:10])[C:5]1=[O:11])[CH3:13]. Procedure: Substantially the same procedure as in Example 7 was repeated using 2.50 g (12.6 mmol) of 5,6-diamino-1,3diethyluracil and 2.72 g (13.9 mmol) of 3-fluoro-4-methoxycinnamic acid. Then, the resultant crude crystals were recrystallized from dioxane/water to give 1.97 g (yield of Compound 165 as pale yellow flocculent precipitates. The reactants are FC(C(=O)O)(F)F.C(C)S(=O)(=O)N1CCC(CC1)C1=CNC2=C(C=C(C=C12)C1=CSC(=C1)CN(C)[C@H](CO)C)C(=O)N (3-[1-(ethylsulfonyl)-4-piperidinyl]-5-(5-{[[(1S)-2-hydroxy-1-methylethyl](methyl)amino]methyl}-3-thienyl)-1H-indole-7-carboxamide trifluoroacetate), N[C@@H](CO)C ((2R)-2-amino-1-propanol). Product: FC(C(=O)O)(F)F.C(C)(=O)NCCN(C)CC1=CC(=CS1)C=1C=C2C(=CNC2=C(C1)C(=O)N)C1CCN(CC1)S(=O)(=O)CC (5-(5-{[[2-(acetylamino)ethyl](methyl)amino]methyl}-3-thienyl)-3-[1-(ethylsulfonyl)-4-piperidinyl]-1H-indole-7-carboxamide trifluoroacetate). Isolated yield 30.8%. Reaction SMILES: [F:1][C:2]([F:7])([F:6])[C:3]([OH:5])=[O:4].[CH2:8]([S:10]([N:13]1[CH2:18][CH2:17][CH:16]([C:19]2[C:27]3[C:22](=[C:23]([C:40]([NH2:42])=[O:41])[CH:24]=[C:25]([C:28]4[CH:32]=[C:31]([CH2:33][N:34]([C@@H:36]([CH3:39])CO)[CH3:35])[S:30][CH:29]=4)[CH:26]=3)[NH:21][CH:20]=2)[CH2:15][CH2:14]1)(=[O:12])=[O:11])[CH3:9].[NH2:43][C@H](C)CO>>[F:1][C:2]([F:7])([F:6])[C:3]([OH:5])=[O:4].[C:3]([NH:43][CH2:39][CH2:36][N:34]([CH2:33][C:31]1[S:30][CH:29]=[C:28]([C:25]2[CH:26]=[C:27]3[C:22](=[C:23]([C:40]([NH2:42])=[O:41])[CH:24]=2)[NH:21][CH:20]=[C:19]3[CH:16]2[CH2:17][CH2:18][N:13]([S:10]([CH2:8][CH3:9])(=[O:11])=[O:12])[CH2:14][CH2:15]2)[CH:32]=1)[CH3:35])(=[O:5])[CH3:2] |f:0.1,3.4|. Procedure: The title compound was prepared according to the general procedure of 3-[1-(ethylsulfonyl)-4-piperidinyl]-5-(5-{[[(1S)-2-hydroxy-1-methylethyl](methyl)amino]methyl}-3-thienyl)-1H-indole-7-carboxamide trifluoroacetate (salt), substituting N-(2-aminoethyl)acetamide (1.20 mmol) for (2R)-2-amino-1-propanol to afford 13.6 mg of the title compound (30.8%) The reagents and catalysts are [Pd] (Pd on charcoal). Procedure: 5-(5-Bromo-2-fluoro-phenyl)-5-difluoromethyl-morpholin-3-one (190 g, 586 mmol) [example 42 step e)] and sodium acetate (57.7 g, 703 mmol) were suspended in 1850 mL methanol. 10% Pd on charcoal (18.7 g) was then added and the reaction mixture was shaken in a Parr apparatus in an atmosphere of hydrogen at rt. After 60 minutes the reaction mixture was filtered over celite and evaporated. The residue was dissolved in 2 L TBME and washed with aqueous NaHCO3 and brine. The organic layer was dried over... Yield: 99.7%. The solvent is CO (methanol). Product: FC(C1(COCC(N1)=O)C1=C(C=CC=C1)F)F (5-Difluoromethyl-5-(2-fluoro-phenyl)morpholin-3-one). As a reaction SMILES: Br[C:2]1[CH:3]=[CH:4][C:5]([F:18])=[C:6]([C:8]2([CH:15]([F:17])[F:16])[NH:13][C:12](=[O:14])[CH2:11][O:10][CH2:9]2)[CH:7]=1.C([O-])(=O)C.[Na+].[H][H]>CO.[Pd]>[F:17][CH:15]([F:16])[C:8]1([C:6]2[CH:7]=[CH:2][CH:3]=[CH:4][C:5]=2[F:18])[NH:13][C:12](=[O:14])[CH2:11][O:10][CH2:9]1 |f:1.2|. Starting materials: BrC=1C=CC(=C(C1)C1(COCC(N1)=O)C(F)F)F (5-(5-Bromo-2-fluoro-phenyl)-5-difluoromethyl-morpholin-3-one), C(C)(=O)[O-].[Na+] (sodium acetate), [H][H] (hydrogen).